Dataset: the Open Reaction Database (ORD), a public repository of structured organic reaction records. Task: describe an organic reaction: reactants, conditions, products, and yield Reactants: CS(=O)(=O)c1ccc(B(O)O)cc1, [Na+], [Na+], O=C([O-])[O-], C1COCCO1, Cl[Pd]Cl, Cc1ccc(S(=O)(=O)OC(=CC(C)C)c2cc3cc(F)cnc3n2S(=O)(=O)c2ccccc2)cc1, c1ccc(P(c2ccccc2)c2ccccc2)cc1, c1ccc(P(c2ccccc2)c2ccccc2)cc1. Yields the product CC(C)C=C(c1ccc(S(C)(=O)=O)cc1)c1cc2cc(F)cnc2n1S(=O)(=O)c1ccccc1. Reaction SMILES: [CH3:36][S:37](=[O:38])(=[O:39])[c:40]1[cH:41][cH:42][c:43]([B:46]([OH:47])[OH:48])[cH:44][cH:45]1.[Na+:49].[Na+:50].[O-:51][C:52](=[O:53])[O-:54].[O:55]1[CH2:56][CH2:57][O:58][CH2:59][CH2:60]1.[Pd:61]([Cl:62])[Cl:63].[c:1]1([S:7](=[O:8])(=[O:9])[n:10]2[c:11]([C:20](=[CH:21][CH:22]([CH3:23])[CH3:24])[O:25][S:26]([c:27]3[cH:28][cH:29][c:30]([CH3:31])[cH:32][cH:33]3)(=[O:34])=[O:35])[cH:12][c:13]3[c:14]2[n:15][cH:16][c:17]([F:19])[cH:18]3)[cH:2][cH:3][cH:4][cH:5][cH:6]1.[c:64]1([P:65]([c:66]2[cH:67][cH:68][cH:69][cH:70][cH:71]2)[c:72]2[cH:73][cH:74][cH:75][cH:76][cH:77]2)[cH:78][cH:79][cH:80][cH:81][cH:82]1.[c:83]1([P:84]([c:85]2[cH:86][cH:87][cH:88][cH:89][cH:90]2)[c:91]2[cH:92][cH:93][cH:94][cH:95][cH:96]2)[cH:97][cH:98][cH:99][cH:100][cH:101]1>>[c:1]1([S:7](=[O:8])(=[O:9])[n:10]2[c:11]([C:20](=[CH:21][CH:22]([CH3:23])[CH3:24])[c:43]3[cH:42][cH:41][c:40]([S:37]([CH3:36])(=[O:38])=[O:39])[cH:45][cH:44]3)[cH:12][c:13]3[c:14]2[n:15][cH:16][c:17]([F:19])[cH:18]3)[cH:2][cH:3][cH:4][cH:5][cH:6]1. Starting materials: N1CCC(CC1)N1N=CC2=CC(=CC=C12)N (1-(Piperidin-4-yl)-1H-indazol-5-amine), BrCC1=CC=C(C=C1)C(C(F)(F)F)(C(F)(F)F)O (2-(4-(bromomethyl)phenyl)-1,1,1,3,3,3-hexafluoropropan-2-ol), C([O-])([O-])=O.[K+].[K+] (potassium carbonate). Run in C(C)#N (acetonitrile). Product: NC=1C=C2C=NN(C2=CC1)C1CCN(CC1)CC1=CC=C(C=C1)C(C(F)(F)F)(C(F)(F)F)O (2-(4-((4-(5-Amino-1H-indazol-1-yl)piperidin-1-yl)methyl)phenyl)-1,1,1,3,3,3-hexafluoropropan-2-ol). Yield: 14.5%. RXN SMILES: [NH:1]1[CH2:6][CH2:5][CH:4]([N:7]2[C:15]3[C:10](=[CH:11][C:12]([NH2:16])=[CH:13][CH:14]=3)[CH:9]=[N:8]2)[CH2:3][CH2:2]1.Br[CH2:18][C:19]1[CH:24]=[CH:23][C:22]([C:25]([OH:34])([C:30]([F:33])([F:32])[F:31])[C:26]([F:29])([F:28])[F:27])=[CH:21][CH:20]=1.C(=O)([O-])[O-].[K+].[K+]>C(#N)C>[NH2:16][C:12]1[CH:11]=[C:10]2[C:15](=[CH:14][CH:13]=1)[N:7]([CH:4]1[CH2:3][CH2:2][N:1]([CH2:18][C:19]3[CH:20]=[CH:21][C:22]([C:25]([OH:34])([C:26]([F:27])([F:28])[F:29])[C:30]([F:31])([F:32])[F:33])=[CH:23][CH:24]=3)[CH2:6][CH2:5]1)[N:8]=[CH:9]2 |f:2.3.4|. Procedure details: 1-(Piperidin-4-yl)-1H-indazol-5-amine (4.85 mmol, 1.05 g), 2-(4-(bromomethyl)phenyl)-1,1,1,3,3,3-hexafluoropropan-2-ol (4.85 mmol, 1.636 g) and potassium carbonate (9.71 mmol, 1.342 g) were combined and stirred in acetonitrile (15 mL) at room temperature for 3 days. The reaction mixture was concentrated under vacuum. The resulting residue was purified by silica chromatography (eluting with a solvent gradient from dichloromethane to 5% methanol/dichloromethane) to afford the title compound (332 m...